This data is from the Open Reaction Database (ORD), a public repository of structured organic reaction records. The task is: describe an organic reaction: reactants, conditions, products, and yield The reactants are [Al+3], C1CCOC1, [H-], [H-], [H-], [H-], [Li+], O=C1C(Cc2ccc3c(c2)OCO3)CCCN1Cc1ccccc1. Yields the product c1ccc(CN2CCCC(Cc3ccc4c(c3)OCO4)C2)cc1. As a reaction SMILES: [Al+3:31].[CH2:25]1[O:26][CH2:27][CH2:28][CH2:29]1.[H-:30].[H-:33].[H-:34].[H-:35].[Li+:32].[O:1]1[CH2:2][O:3][c:4]2[c:5]1[cH:6][cH:7][c:8]([CH2:10][CH:11]1[C:12](=[O:24])[N:13]([CH2:17][c:18]3[cH:19][cH:20][cH:21][cH:22][cH:23]3)[CH2:14][CH2:15][CH2:16]1)[cH:9]2>>[O:1]1[CH2:2][O:3][c:4]2[c:5]1[cH:6][cH:7][c:8]([CH2:10][CH:11]1[CH2:12][N:13]([CH2:17][c:18]3[cH:19][cH:20][cH:21][cH:22][cH:23]3)[CH2:14][CH2:15][CH2:16]1)[cH:9]2. Reactants: C(C)(C)(C)OC(=O)N1CC=2C=C3C(=CC2CC1C(=O)O)OC[C@@H](O3)C3=CC=C(C=C3)OCC3=CC(=C(C=C3)Cl)Cl ((S)-3-[4-(3,4-Dichloro-benzyloxy)-phenyl]-2,3,8,9-tetrahydro-6H-[1,4]dioxino[2,3-g]isoquinoline-7,8-dicarboxylic acid 7-tert-butyl ester), (S)-propargyl-glycinemethylester hydrochloride, C(C)(C)(C)OC(=O)N1CC=2C=C3C(=CC2CC1C(N[C@@H](CC#C)C(=O)OC)=O)OC[C@@H](O3)C3=CC=C(C=C3)OCC3=CC(=C(C=C3)Cl)Cl ((S)-3-[4-(3,4-dichloro-benzyloxy)-phenyl]-8-((S)-1-methoxycarbonyl-but-3-ynylcarbamoyl)-2,3,8,9-tetrahydro-6H-[1,4]dioxino[2,3-g]isoquinoline-7-carboxylic acid tert-butyl ester), IC1=CC=C(C#N)C=C1 (4-iodobenzonitrile). The product is C(C)(C)(C)OC(=O)N1CC=2C=C3C(=CC2CC1C(N[C@@H](CC#CC1=CC=C(C=C1)C#N)C(=O)OC)=O)OC[C@@H](O3)C3=CC=C(C=C3)OCC3=CC(=C(C=C3)Cl)Cl ((S)-8-[(S)-4-(4-cyano-phenyl)-1 methoxycarbonyl-but-3-ynylcarbamoyl]-3-[4-(3,4-dichloro-benzyloxy)-phenyl]-2,3,8,9-tetrahydro-6H-[1,4]dioxino[2,3-g]isoquinoline-7-carboxylic acid tert-butyl ester). Isolated yield 40.3%. Reaction SMILES: C(OC([N:8]1C(C(O)=O)C[C:15]2[CH:14]=[C:13]3OC[C@H](C4C=CC(OCC5C=CC(Cl)=C(Cl)C=5)=CC=4)O[C:12]3=[CH:11][C:10]=2[CH2:9]1)=O)(C)(C)C.[C:41]([O:45][C:46]([N:48]1[CH:57]([C:58](=[O:68])[NH:59][C@H:60]([C:64]([O:66][CH3:67])=[O:65])[CH2:61][C:62]#[CH:63])[CH2:56][C:55]2[CH:54]=[C:53]3[O:69][CH2:70][C@H:71]([C:73]4[CH:78]=[CH:77][C:76]([O:79][CH2:80][C:81]5[CH:86]=[CH:85][C:84]([Cl:87])=[C:83]([Cl:88])[CH:82]=5)=[CH:75][CH:74]=4)[O:72][C:52]3=[CH:51][C:50]=2[CH2:49]1)=[O:47])([CH3:44])([CH3:43])[CH3:42].IC1C=CC(C#N)=CC=1>>[C:41]([O:45][C:46]([N:48]1[CH:57]([C:58](=[O:68])[NH:59][C@H:60]([C:64]([O:66][CH3:67])=[O:65])[CH2:61][C:62]#[C:63][C:13]2[CH:12]=[CH:11][C:10]([C:9]#[N:8])=[CH:15][CH:14]=2)[CH2:56][C:55]2[CH:54]=[C:53]3[O:69][CH2:70][C@H:71]([C:73]4[CH:74]=[CH:75][C:76]([O:79][CH2:80][C:81]5[CH:86]=[CH:85][C:84]([Cl:87])=[C:83]([Cl:88])[CH:82]=5)=[CH:77][CH:78]=4)[O:72][C:52]3=[CH:51][C:50]=2[CH2:49]1)=[O:47])([CH3:44])([CH3:42])[CH3:43]. Procedure: (S)-3-[4-(3,4-Dichloro-benzyloxy)-phenyl]-2,3,8,9-tetrahydro-6H-[1,4]dioxino[2,3-g]isoquinoline-7,8-dicarboxylic acid 7-tert-butyl ester (59 mg) was coupled with (S)-propargyl-glycinemethylester hydrochloride (20 mg) according to General Procedure A. The resulting (S)-3-[4-(3,4-dichloro-benzyloxy)-phenyl]-8-((S)-1-methoxycarbonyl-but-3-ynylcarbamoyl)-2,3,8,9-tetrahydro-6H-[1,4]dioxino[2,3-g]isoquinoline-7-carboxylic acid tert-butyl ester (26 mg) was reacted with 4-iodobenzonitrile (7 mg) accordi... Starting materials: Cc1ccccc1, CC(C)(C)[O-], CCOC(C)=O, CC(C)c1cc(C(C)C)c(-c2ccccc2P(C2CCCCC2)C2CCCCC2)c(C(C)C)c1, CC(Nc1cc(-c2cnn(C)c2)cc(Cl)n1)c1ccc(F)cc1, Nc1cnccn1, [Na+], O=C(C=Cc1ccccc1)C=Cc1ccccc1, O=C(C=Cc1ccccc1)C=Cc1ccccc1, O=C(C=Cc1ccccc1)C=Cc1ccccc1, [Pd], [Pd]. Reaction SMILES: [CH3:133][c:134]1[cH:135][cH:136][cH:137][cH:138][cH:139]1.[CH3:65][C:66]([CH3:67])([O-:68])[CH3:69].[CH3:71][CH2:72][O:73][C:74](=[O:75])[CH3:76].[CH:31]1([P:32]([CH:33]2[CH2:34][CH2:35][CH2:36][CH2:37][CH2:38]2)[c:39]2[cH:40][cH:41][cH:42][cH:43][c:44]2-[c:45]2[c:46]([CH:47]([CH3:48])[CH3:49])[cH:50][c:51]([CH:52]([CH3:53])[CH3:54])[cH:55][c:56]2[CH:57]([CH3:58])[CH3:59])[CH2:60][CH2:61][CH2:62][CH2:63][CH2:64]1.[Cl:1][c:2]1[cH:3][c:4](-[c:18]2[cH:19][n:20][n:21]([CH3:23])[cH:22]2)[cH:5][c:6]([NH:8][CH:9]([CH3:10])[c:11]2[cH:12][cH:13][c:14]([F:17])[cH:15][cH:16]2)[n:7]1.[NH2:24][c:25]1[n:26][cH:27][cH:28][n:29][cH:30]1.[Na+:70].[O:115]=[C:116]([CH:117]=[CH:118][c:119]1[cH:120][cH:121][cH:122][cH:123][cH:124]1)[CH:125]=[CH:126][c:127]1[cH:128][cH:129][cH:130][cH:131][cH:132]1.[O:79]=[C:80]([CH:81]=[CH:82][c:83]1[cH:84][cH:85][cH:86][cH:87][cH:88]1)[CH:89]=[CH:90][c:91]1[cH:92][cH:93][cH:94][cH:95][cH:96]1.[O:97]=[C:98]([CH:99]=[CH:100][c:101]1[cH:102][cH:103][cH:104][cH:105][cH:106]1)[CH:107]=[CH:108][c:109]1[cH:110][cH:111][cH:112][cH:113][cH:114]1.[Pd:77].[Pd:78]>>[c:2]1([NH:24][c:25]2[n:26][cH:27][cH:28][n:29][cH:30]2)[cH:3][c:4](-[c:18]2[cH:19][n:20][n:21]([CH3:23])[cH:22]2)[cH:5][c:6]([NH:8][CH:9]([CH3:10])[c:11]2[cH:12][cH:13][c:14]([F:17])[cH:15][cH:16]2)[n:7]1. Product: CC(Nc1cc(-c2cnn(C)c2)cc(Nc2cnccn2)n1)c1ccc(F)cc1. Reactants: C(C)(C)(C)C=1C=C(C(=O)OCCCN(C)C)C=C(C1O)C(C)(C)C (3-dimethylaminopropyl 3,5-di-tert-butyl-4-hydroxybenzoate), C(C1=CC=CC=C1)Cl (benzyl chloride). The solvent is C(C)#N (acetonitrile). Conditions: time 8 hour. The product is [Cl-].C(C)(C)(C)C=1C=C(C(=O)OCCC[N+](C)(C)CC2=CC=CC=C2)C=C(C1O)C(C)(C)C (N-[3-(3,5-di-tert-butyl-4-hydroxybenzoyloxy)propyl]-N,N-dimethylbenzylammonium chloride). The yield is 97.8%. RXN SMILES: [C:1]([C:5]1[CH:6]=[C:7]([CH:17]=[C:18]([C:21]([CH3:24])([CH3:23])[CH3:22])[C:19]=1[OH:20])[C:8]([O:10][CH2:11][CH2:12][CH2:13][N:14]([CH3:16])[CH3:15])=[O:9])([CH3:4])([CH3:3])[CH3:2].[CH2:25]([Cl:32])[C:26]1[CH:31]=[CH:30][CH:29]=[CH:28][CH:27]=1>C(#N)C>[Cl-:32].[C:1]([C:5]1[CH:6]=[C:7]([CH:17]=[C:18]([C:21]([CH3:24])([CH3:23])[CH3:22])[C:19]=1[OH:20])[C:8]([O:10][CH2:11][CH2:12][CH2:13][N+:14]([CH2:25][C:26]1[CH:31]=[CH:30][CH:29]=[CH:28][CH:27]=1)([CH3:15])[CH3:16])=[O:9])([CH3:3])([CH3:4])[CH3:2] |f:3.4|. Procedure details: A solution of 33.55 g (100 mmol) of 3-dimethylaminopropyl 3,5-di-tert-butyl-4-hydroxybenzoate prepared as described above and 12.66 g (100 mmol) of benzyl chloride in 140 ml of acetonitrile was heated at reflux for 1 hour and 15 minutes and then concentrated under vacuum to a clear, thick oil. The resultant oil was allowed to stand overnight and crystallized. The solid was washed with ether, collected and dried giving 45.2 g (97.8% of theory) of N-[3-(3,5-di-tert-butyl-4-hydroxybenzoyloxy)propyl... Starting materials: C(=O)(C(F)(F)F)O (TFA), C(C)(C)(C)OC(N[C@@H](C)C1=NC2=C(N1C1CC1)C(=C(C=C2)F)Br)=O ([(S)-1-(7-bromo-1-cyclopropyl-6-fluoro-1H-benzoimidazol-2-yl)ethyl]carbamic acid tert-butyl ester). Solvent: C(Cl)Cl (DCM), CO (MeOH). Conditions: time 2 hour. Yields the product BrC1=C(C=CC2=C1N(C(=N2)[C@H](C)N)C2CC2)F ((S)-1-(7-Bromo-1-cyclopropyl-6-fluoro-1H-benzoimidazol-2-yl)ethylamine). Yield: 88.4%. As a reaction SMILES: C(O)(C(F)(F)F)=O.C(OC(=O)[NH:14][C@H:15]([C:17]1[N:21]([CH:22]2[CH2:24][CH2:23]2)[C:20]2[C:25]([Br:30])=[C:26]([F:29])[CH:27]=[CH:28][C:19]=2[N:18]=1)[CH3:16])(C)(C)C>C(Cl)Cl.CO>[Br:30][C:25]1[C:20]2[N:21]([CH:22]3[CH2:23][CH2:24]3)[C:17]([C@@H:15]([NH2:14])[CH3:16])=[N:18][C:19]=2[CH:28]=[CH:27][C:26]=1[F:29]. Procedure: TFA (1 mL) was added to a solution of [(S)-1-(7-bromo-1-cyclopropyl-6-fluoro-1H-benzoimidazol-2-yl)ethyl]carbamic acid tert-butyl ester (133 mg, 0.33 mmol) in DCM (3 mL). After stirring at RT for 2 h, the reaction mixture was diluted with MeOH and loaded onto an Isolute® SCX-2 cartridge. The cartridge was washed with MeOH followed by 2M NH3/MeOH. The basic fractions were combined and concentrated in vacuo to afford the title compound as a colourless oil (87 mg, 87%). LCMS (Method C): RT 1.99 min... The reactants are ClS(=O)(=O)C1=CC=2C3=C(C(NC2C=C1)=O)NC=C3C(=O)O (8-chlorosulfonyl-4-oxo-4,5-dihydro-3H-pyrrolo[2,3-c]quinoline-1-carboxylic acid), CC1=CC=C(N)C=C1 (4-methylaniline). Product: O=C1NC=2C=CC(=CC2C2=C1NC=C2)S(NC2=CC=C(C=C2)C)(=O)=O.C(C)C(=O)[O-] (4-oxo-8-p-tolylsulfamoyl-4,5-dihydro-3H-pyrrolo[2,3-c]quinoline 1-ethyl carboxylate). Isolated yield 40.8%. As a reaction SMILES: Cl[S:2]([C:5]1[CH:14]=[CH:13][C:12]2[NH:11][C:10](=[O:15])[C:9]3[NH:16][CH:17]=[C:18]([C:19]([OH:21])=[O:20])[C:8]=3[C:7]=2[CH:6]=1)(=[O:4])=[O:3].[CH3:22][C:23]1[CH:29]=[CH:28][C:26]([NH2:27])=[CH:25][CH:24]=1>>[O:15]=[C:10]1[C:9]2[NH:16][CH:17]=[CH:18][C:8]=2[C:7]2[CH:6]=[C:5]([S:2](=[O:3])(=[O:4])[NH:27][C:26]3[CH:28]=[CH:29][C:23]([CH3:22])=[CH:24][CH:25]=3)[CH:14]=[CH:13][C:12]=2[NH:11]1.[CH2:18]([C:19]([O-:21])=[O:20])[CH3:17] |f:2.3|. Procedure: This compound is prepared according to synthesis 25, from 150 mg (0.46 mmol) of 8-chlorosulfonyl-4-oxo-4,5-dihydro-3H-pyrrolo[2,3-c]quinoline-1-carboxylic acid (synthesis 2) and 62 μL (0.55 mmol) of 4-methylaniline. After purification by chromatography on silica (eluent dichloromethane/methanol 95/5) then trituration in diethyl ether, 40 mg (20%) of 4-oxo-8-p-tolylsulfamoyl-4,5-dihydro-3H-pyrrolo[2,3-c]quinoline-1-ethyl carboxylate is obtained in the form of a white solid. Procedure details: A stirred solution of (cis)-3-hydroxy-1-[2-(1-pyrrolidinyl)ethyl]-1,3,4,5-tetrahydro-4-(4-methoxyphenyl)-7-(trifluoromethyl)-2H-1-benzazepin-2-one, monohydrochloride (3.3 g, 0.0056 mmol) in 80 ml of acetic anhydride under argon was heated in an oil bath at 114°-119° C. for 4.5 hours. The bulk of acetic anhydride was removed on a rotary evaporator at 0.2 mm and the solid residue (12 g) was suspended in 30 ml of ethyl acetate, diluted with 60 ml of ether, cooled for 1 hour, filtered, washed with e... Starting materials: Cl.O[C@@H]1C(N(C2=C(C[C@@H]1C1=CC=C(C=C1)OC)C=C(C=C2)C(F)(F)F)CCN2CCCC2)=O ((cis)-3-hydroxy-1-[2-(1-pyrrolidinyl)ethyl]-1,3,4,5-tetrahydro-4-(4-methoxyphenyl)-7-(trifluoromethyl)-2H-1-benzazepin-2-one, monohydrochloride), C(Cl)(Cl)Cl.CO.C(C)(=O)O (chloroform methanol acetic acid). As a reaction SMILES: Cl.[OH:2][C@H:3]1[C@@H:9]([C:10]2[CH:15]=[CH:14][C:13]([O:16][CH3:17])=[CH:12][CH:11]=2)[CH2:8][C:7]2[CH:18]=[C:19]([C:22]([F:25])([F:24])[F:23])[CH:20]=[CH:21][C:6]=2[N:5]([CH2:26][CH2:27][N:28]2[CH2:32][CH2:31][CH2:30][CH2:29]2)[C:4]1=[O:33].C(Cl)(Cl)[Cl:35].CO.[C:40](O)(=[O:42])[CH3:41]>C(OC(=O)C)(=O)C>[ClH:35].[C:40]([O:2][C@H:3]1[C@@H:9]([C:10]2[CH:15]=[CH:14][C:13]([O:16][CH3:17])=[CH:12][CH:11]=2)[CH2:8][C:7]2[CH:18]=[C:19]([C:22]([F:24])([F:23])[F:25])[CH:20]=[CH:21][C:6]=2[N:5]([CH2:26][CH2:27][N:28]2[CH2:32][CH2:31][CH2:30][CH2:29]2)[C:4]1=[O:33])(=[O:42])[CH3:41] |f:0.1,2.3.4,6.7|. The solvent is C(C)(=O)OC(C)=O (acetic anhydride). Product: Cl.C(C)(=O)O[C@@H]1C(N(C2=C(C[C@@H]1C1=CC=C(C=C1)OC)C=C(C=C2)C(F)(F)F)CCN2CCCC2)=O ((cis)-3-(Acetyloxy)-1-[2-(1-pyrrolidinyl)ethyl]-1,3,4,5-tetrahydro-4-(4-methoxyphenyl)-7-(trifluoromethyl)-2H-1-benzazepin-2-one, monohydrochloride). Reactants: C1CCOC1, COC(=O)c1cc2ccccc2n1Cc1cc(-c2ccc(Cl)s2)on1, Cl, [Li+], [OH-], O, O. Product: O=C(O)c1cc2ccccc2n1Cc1cc(-c2ccc(Cl)s2)on1. Reaction SMILES: [CH2:30]1[O:31][CH2:32][CH2:33][CH2:34]1.[CH3:1][O:2][C:3](=[O:4])[c:5]1[n:6]([CH2:14][c:15]2[n:16][o:17][c:18](-[c:20]3[s:21][c:22]([Cl:25])[cH:23][cH:24]3)[cH:19]2)[c:7]2[cH:8][cH:9][cH:10][cH:11][c:12]2[cH:13]1.[ClH:29].[Li+:28].[OH-:27].[OH2:26].[OH2:35]>>[O:2]=[C:3]([OH:4])[c:5]1[n:6]([CH2:14][c:15]2[n:16][o:17][c:18](-[c:20]3[s:21][c:22]([Cl:25])[cH:23][cH:24]3)[cH:19]2)[c:7]2[cH:8][cH:9][cH:10][cH:11][c:12]2[cH:13]1.